From a dataset of the Open Reaction Database (ORD), a public repository of structured organic reaction records. describe an organic reaction: reactants, conditions, products, and yield RXN SMILES: [CH2:1]([CH3:2])[O:3][C:4](=[O:5])[CH:6]([CH2:7][CH2:8][c:9]1[cH:10][cH:11][cH:12][cH:13][cH:14]1)[NH:15][CH:16]([CH3:17])[C:18](=[O:19])[N:20]1[CH:21]([C:28](=[O:29])[OH:30])[CH2:22][CH2:23][CH2:24][CH2:25][CH2:26][CH2:27]1.[CH3:33][CH2:34][OH:35].[Na+:32].[OH-:31]>>[O:3]=[C:4]([OH:5])[CH:6]([CH2:7][CH2:8][c:9]1[cH:10][cH:11][cH:12][cH:13][cH:14]1)[NH:15][CH:16]([CH3:17])[C:18](=[O:19])[N:20]1[CH:21]([C:28](=[O:29])[OH:30])[CH2:22][CH2:23][CH2:24][CH2:25][CH2:26][CH2:27]1. The product is CC(NC(CCc1ccccc1)C(=O)O)C(=O)N1CCCCCCC1C(=O)O. Reactants: CCOC(=O)C(CCc1ccccc1)NC(C)C(=O)N1CCCCCCC1C(=O)O, CCO, [Na+], [OH-].